This data is from the Open Reaction Database (ORD), a public repository of structured organic reaction records. The task is: describe an organic reaction: reactants, conditions, products, and yield Starting materials: CCC(CC)CBr, C1CCCCC1, CC(C)[NH-], Cl, [H-], [Li+], [Na+], C1CCOC1, O, O=C(O)C1CCCCC1. Yields the product CCC(CC)CC1(C(=O)O)CCCCC1. Reaction SMILES: [Br:17][CH2:18][CH:19]([CH2:20][CH3:21])[CH2:22][CH3:23].[CH2:31]1[CH2:32][CH2:33][CH2:34][CH2:35][CH2:36]1.[CH:12]([NH-:13])([CH3:14])[CH3:15].[ClH:24].[H-:1].[Li+:16].[Na+:2].[O:25]1[CH2:26][CH2:27][CH2:28][CH2:29]1.[OH2:30].[OH:3][C:4](=[O:5])[CH:6]1[CH2:7][CH2:8][CH2:9][CH2:10][CH2:11]1>>[OH:3][C:4](=[O:5])[C:6]1([CH2:18][CH:19]([CH2:20][CH3:21])[CH2:22][CH3:23])[CH2:7][CH2:8][CH2:9][CH2:10][CH2:11]1. Reactants: ClC=1C=C(C=CC1Cl)C1(CN(CC1)C(C1=CC(=C(C(=C1)OC)OC)OC)=O)CCCS(=O)(=O)[O-] (2-[3-(3,4-dichloro-phenyl)-1-(3,4,5-trimethoxy-benzoyl)-pyrrolidin-3-yl]-ethyl-methanesulfonate), Cl.N1=CC(=CC=C1)C1(CCNCC1)C(=O)N (4-(pyridin-3-yl)-piperidine-4-carboxylic acid amide hydrochloride). Product: ClC=1C=C(C=CC1Cl)C1(CN(CC1)C(C1=CC(=C(C(=C1)OC)OC)OC)=O)CCN1CCC(CC1)(C(=O)N)C=1C=NC=CC1 (1-[2-[3-(3,4-dichloro-phenyl)-1-(3,4,5-trimethoxy-benzoyl)-pyrrolidin-3-yl]-ethyl]-4-(pyridin-3-yl)-piperidine-4-carboxylic acid amide). Reaction SMILES: [Cl:1][C:2]1[CH:3]=[C:4]([C:9]2([CH2:28][CH2:29]CS([O-])(=O)=O)[CH2:13][CH2:12][N:11]([C:14](=[O:27])[C:15]3[CH:20]=[C:19]([O:21][CH3:22])[C:18]([O:23][CH3:24])=[C:17]([O:25][CH3:26])[CH:16]=3)[CH2:10]2)[CH:5]=[CH:6][C:7]=1[Cl:8].Cl.[N:36]1[CH:41]=[CH:40][CH:39]=[C:38]([C:42]2([C:48]([NH2:50])=[O:49])[CH2:47][CH2:46][NH:45][CH2:44][CH2:43]2)[CH:37]=1>>[Cl:1][C:2]1[CH:3]=[C:4]([C:9]2([CH2:28][CH2:29][N:45]3[CH2:46][CH2:47][C:42]([C:38]4[CH:37]=[N:36][CH:41]=[CH:40][CH:39]=4)([C:48]([NH2:50])=[O:49])[CH2:43][CH2:44]3)[CH2:13][CH2:12][N:11]([C:14](=[O:27])[C:15]3[CH:20]=[C:19]([O:21][CH3:22])[C:18]([O:23][CH3:24])=[C:17]([O:25][CH3:26])[CH:16]=3)[CH2:10]2)[CH:5]=[CH:6][C:7]=1[Cl:8] |f:1.2|. Reported procedure: Prepare by the method of example 3.3 using 2-[3-(3,4-dichloro-phenyl)-1-(3,4,5-trimethoxy-benzoyl)-pyrrolidin-3-yl]-ethyl-methanesulfonate (5 mmol) and 4-(pyridin-3-yl)-piperidine-4-carboxylic acid amide hydrochloride (7.5 mmol, 1.5 eq.). Chromatograph on silica gel to give the title compound. Starting materials: NC=1C(=NC=CC1)OC (3-amino-2-methoxypyridine), CCOC=C(C(=O)OCC)C(=O)OCC (diethyl ethoxymethylene malonate). The solvent is petroleum ether. Reaction conditions: temperature 60 celsius. The product is C(C)OC(=O)C(C(=O)OCC)=CNC=1C(=NC=CC1)OC (Ethyl 2-ethoxycarbonyl-3-(2-methoxypyridine-3-yl)aminoacrylate). Yield: 82.6%. As a reaction SMILES: [NH2:1][C:2]1[C:3]([O:8][CH3:9])=[N:4][CH:5]=[CH:6][CH:7]=1.CCO[CH:13]=[C:14]([C:20]([O:22][CH2:23][CH3:24])=[O:21])[C:15]([O:17][CH2:18][CH3:19])=[O:16]>>[CH2:23]([O:22][C:20]([C:14](=[CH:13][NH:1][C:2]1[C:3]([O:8][CH3:9])=[N:4][CH:5]=[CH:6][CH:7]=1)[C:15]([O:17][CH2:18][CH3:19])=[O:16])=[O:21])[CH3:24]. Reported procedure: 3-amino-2-methoxypyridine (12.0 g) was reacted with diethyl ethoxymethylene malonate (23.0 g) at a temperature of 120° C. to 130° C. for 30 minutes while distilling ethanol produced during the reaction. After completion of the reaction, the reaction mixture was cooled to 60° C., and poured into petroleum ether (200 ml) and cooled to 0° C. The resulting precipitates were filtered to give 23.5 g (82%) of the titled compound. The reactants are CC(C)=O, CC(C)(C)OC(=O)n1nc(-c2cccc(F)c2)c2cc(CCl)ccc21, [I-], [Na+]. Yields the product CC(C)(C)OC(=O)n1nc(-c2cccc(F)c2)c2cc(CI)ccc21. As a reaction SMILES: [CH3:28][C:29](=[O:30])[CH3:31].[Cl:1][CH2:2][c:3]1[cH:4][c:5]2[c:6](-[c:19]3[cH:20][c:21]([F:25])[cH:22][cH:23][cH:24]3)[n:7][n:8]([C:12](=[O:13])[O:14][C:15]([CH3:16])([CH3:17])[CH3:18])[c:9]2[cH:10][cH:11]1.[I-:27].[Na+:26]>>[CH2:2]([c:3]1[cH:4][c:5]2[c:6](-[c:19]3[cH:20][c:21]([F:25])[cH:22][cH:23][cH:24]3)[n:7][n:8]([C:12](=[O:13])[O:14][C:15]([CH3:16])([CH3:17])[CH3:18])[c:9]2[cH:10][cH:11]1)[I:27]. Reactants: [N+](=O)([O-])C1=CC=C(C=C1)NN (4-Nitrophenylhydrazine), S(=O)(Cl)Cl (Thionyl chloride), OC1=C(N=NC2=CC=CC=C12)C(=O)OC (methyl 4-hydroxycinnoline-3-carboxylate). Solvent: C(C)O (ethanol). Conditions: time 8 hour. Yields the product [N+](=O)([O-])C1=CC=C(C=C1)N1NC2=C(N=NC=3C=CC=CC23)C1=O (2-(4-nitrophenyl)-1,2-dihydro-3H-pyrazolo[4,3-c]cinnolin-3-one), solid. Isolated yield 69.9%. Reaction SMILES: S(Cl)(Cl)=O.O[C:6]1[C:15]2[C:10](=[CH:11][CH:12]=[CH:13][CH:14]=2)[N:9]=[N:8][C:7]=1[C:16]([O:18]C)=O.[N+:20]([C:23]1[CH:28]=[CH:27][C:26]([NH:29][NH2:30])=[CH:25][CH:24]=1)([O-:22])=[O:21]>C(O)C>[N+:20]([C:23]1[CH:24]=[CH:25][C:26]([N:29]2[C:16](=[O:18])[C:7]3[N:8]=[N:9][C:10]4[CH:11]=[CH:12][CH:13]=[CH:14][C:15]=4[C:6]=3[NH:30]2)=[CH:27][CH:28]=1)([O-:22])=[O:21]. Procedure details: Thionyl chloride (326 g, 200 ml) was added dropwise under inert atmosphere to methyl 4-hydroxycinnoline-3-carboxylate (10.0 g, 49 mmol). The mixture was heated to reflux for 2.5 h, cooled to room temperature and excess thionyl chloride was removed under vacuum. Toluene (100 ml) was added to the residue and removed under vacuum. This procedure was repeated with further toluene (100 ml). A brown semi-solid material was obtained and taken up in ethanol (200 ml). 4-Nitrophenylhydrazine (5.99 g, 39.2... Starting materials: C1(CC1)N(CCCO)C1=NC(=NC(=C1)Cl)Cl (3-(cyclopropyl(2,6-dichloropyrimidin-4-yl)amino)propan-1-ol), [OH-].[Na+] (NaOH). Run in O1CCOCC1 (1,4-dioxane), O (water). Conditions: temperature 100 celsius, time 4 hour. The product is ClC1=NC(NC(=C1)N(CCCO)C1CC1)=O (4-chloro-6-(cyclopropyl(3-hydroxypropyl)amino) pyrimidin-2(1H)-one). The yield is 45.2%. As a reaction SMILES: [CH:1]1([N:4]([C:9]2[CH:14]=[C:13]([Cl:15])[N:12]=[C:11](Cl)[N:10]=2)[CH2:5][CH2:6][CH2:7][OH:8])[CH2:3][CH2:2]1.[OH-:17].[Na+]>O1CCOCC1.O>[Cl:15][C:13]1[CH:14]=[C:9]([N:4]([CH:1]2[CH2:3][CH2:2]2)[CH2:5][CH2:6][CH2:7][OH:8])[NH:10][C:11](=[O:17])[N:12]=1 |f:1.2|. Procedure details: To a solution of 3-(cyclopropyl(2,6-dichloropyrimidin-4-yl)amino)propan-1-ol (5.0 g, 19.07 mmol) in 1,4-dioxane (50 mL) was added a solution of NaOH (7.63 g, 191 mmol) in water (50 mL) at r.t, stirred for 4 h at 100° C. The organic solvent was removed under reduce vacuum and the PH was adjusted to 8 with aq. HCl (12 N). Purification via reverse C-18 column afforded the title compound (2.1 g) as a white solid. Starting materials: [Cl-], Cl, O=[N+]([O-])c1ccc(F)cc1, I. The product is O=[N+]([O-])c1ccc(F)c(Cl)c1. As a reaction SMILES: [Cl-:11].[Cl:13].[F:1][c:2]1[cH:3][cH:4][c:5]([N+:8](=[O:9])[O-:10])[cH:6][cH:7]1.[I:12]>>[F:1][c:2]1[c:3]([Cl:11])[cH:4][c:5]([N+:8](=[O:9])[O-:10])[cH:6][cH:7]1. Reactants: ClC1=C(C(=NC(=N1)C(F)(F)F)C=1C=C(C=CC1)S(=O)(=O)N)C1=CC=CC=C1 (3-[6-chloro-5-phenyl-2-(trifluoromethyl)pyrimidin-4-yl]benzenesulfonamide), COC1=NC(=CC(=N1)OC)N1CCNCC1 (2,4-dimethoxy-6-piperazin-1-ylpyrimidine). Solvent: N1=CC=CC=C1 (pyridine). Run at time 8 hour. The product is COC1=NC(=CC(=N1)N1CCN(CC1)C1=C(C(=NC(=N1)C(F)(F)F)C=1C=C(C=CC1)S(=O)(=O)N)C1=CC=CC=C1)OC (3-[6-{4-[2,6-dimethoxypyrimidin-4-yl]piperazin-1-yl}-5-phenyl-2-(trifluoromethyl)pyrimidin-4-yl]benzenesulfonamide). As a reaction SMILES: Cl[C:2]1[N:7]=[C:6]([C:8]([F:11])([F:10])[F:9])[N:5]=[C:4]([C:12]2[CH:13]=[C:14]([S:18]([NH2:21])(=[O:20])=[O:19])[CH:15]=[CH:16][CH:17]=2)[C:3]=1[C:22]1[CH:27]=[CH:26][CH:25]=[CH:24][CH:23]=1.[CH3:28][O:29][C:30]1[N:35]=[C:34]([O:36][CH3:37])[CH:33]=[C:32]([N:38]2[CH2:43][CH2:42][NH:41][CH2:40][CH2:39]2)[N:31]=1>N1C=CC=CC=1>[CH3:28][O:29][C:30]1[N:31]=[C:32]([N:38]2[CH2:43][CH2:42][N:41]([C:2]3[N:7]=[C:6]([C:8]([F:11])([F:10])[F:9])[N:5]=[C:4]([C:12]4[CH:13]=[C:14]([S:18]([NH2:21])(=[O:20])=[O:19])[CH:15]=[CH:16][CH:17]=4)[C:3]=3[C:22]3[CH:27]=[CH:26][CH:25]=[CH:24][CH:23]=3)[CH2:40][CH2:39]2)[CH:33]=[C:34]([O:36][CH3:37])[N:35]=1. Procedure: A solution of 3-[6-chloro-5-phenyl-2-(trifluoromethyl)pyrimidin-4-yl]benzenesulfonamide (0.1 g, 0.242 mmol) in pyridine (1.5 ml) was treated with 2,4-dimethoxy-6-piperazin-1-ylpyrimidine (0.081 g, 0.363 mmol) and the reaction mixture was stirred for 8 hours. Subsequently the reaction mixture was poured onto ice-cold water and extracted with ethyl acetate (25 ml). The organic layer was washed with brine and evaporated to furnish the title compound. 1H-NMR (CDCl3) δ: 3.39-3.41 (m, 4H), 3.51-3.52 (...